This data is from the Open Reaction Database (ORD), a public repository of structured organic reaction records. The task is: describe an organic reaction: reactants, conditions, products, and yield The reactants are C([O-])([O-])=O.[K+].[K+] (potassium carbonate), N[C@H](CO)CC ((S)-(+)-2-aminobutan-1-ol), C(C1=CC=CC=C1)Br (benzyl bromide). Solvent: C(C)#N (acetonitrile). Run at time 24 hour. Product: C(C1=CC=CC=C1)N([C@H](CO)CC)CC1=CC=CC=C1 ((S)-2-(Dibenzylamino)butan-1-ol). The yield is 96.9%. As a reaction SMILES: [NH2:1][C@@H:2]([CH2:5][CH3:6])[CH2:3][OH:4].C(=O)([O-])[O-].[K+].[K+].[CH2:13](Br)[C:14]1[CH:19]=[CH:18][CH:17]=[CH:16][CH:15]=1>C(#N)C>[CH2:13]([N:1]([CH2:13][C:14]1[CH:19]=[CH:18][CH:17]=[CH:16][CH:15]=1)[C@@H:2]([CH2:5][CH3:6])[CH2:3][OH:4])[C:14]1[CH:19]=[CH:18][CH:17]=[CH:16][CH:15]=1 |f:1.2.3|. Procedure details: To a stirred solution of (S)-(+)-2-aminobutan-1-ol (5 g, 56.18 mmol) in dry acetonitrile (100 ml) was added dry powdered potassium carbonate (31 g, 224.72 mmol) followed by benzyl bromide (19 g, 111.11 mmol). The reaction was stirred at room temperature for 24 h. The solvent was removed under vacuo and the residue was taken up in ethyl acetate (100 ml) and water (100 ml). The organic phase was washed again with water, dried (Na2SO4) and concentrated to provide the pure product as slightly yellow... The yield is 28.2%. Procedure details: Into a dimethylformamide (DMF) solution (30 mL) of 11.0 g (100 mmol) of benzenethiol is gradually added 14.0 g (132 mmol) of anhydrous Na2CO3 at 85° C. Then 4-chlorobenzaldehyde (11.3 g, 80.0 mol) is added during 20 min. at 85° C. The reaction solution is stirred at this temperature for 3 h. After adding H2O into the reaction mixture, the crude product is extracted with ethyl acetate. The organic layer is washed twice with H2O and with brine, dried over anhydrous MgSO4 and condensed. The residue... The reactants are CN(C=O)C (dimethylformamide), ClC1=CC=C(C=O)C=C1 (4-chlorobenzaldehyde), C1(=CC=CC=C1)S (benzenethiol), C(=O)([O-])[O-].[Na+].[Na+] (Na2CO3). Run in O (H2O). Reaction conditions: time 3 hour. Yields the product C1(=CC=CC=C1)SC1=CC=C(C=O)C=C1 (4-Phenylsulfanyl-benzaldehyde). Reaction SMILES: CN(C)C=O.[C:6]1([SH:12])[CH:11]=[CH:10][CH:9]=[CH:8][CH:7]=1.C([O-])([O-])=O.[Na+].[Na+].Cl[C:20]1[CH:27]=[CH:26][C:23]([CH:24]=[O:25])=[CH:22][CH:21]=1>O>[C:6]1([S:12][C:20]2[CH:27]=[CH:26][C:23]([CH:24]=[O:25])=[CH:22][CH:21]=2)[CH:11]=[CH:10][CH:9]=[CH:8][CH:7]=1 |f:2.3.4|. The reactants are FC1=C(C=C(C=C1)F)CC(=O)N1CCC2=CC(=CC=C12)C1=COC2=C1C(=NC=C2CCNC(=O)OCC2=CC=CC=C2)N(C(=O)OC(C)(C)C)C(=O)OC(C)(C)C (bis(1,1-dimethylethyl) {3-{1-[(2,5-difluorophenyl)acetyl]-2,3-dihydro-1H-indol-5-yl}-7-[2-({[(phenylmethyl)oxy]carbonyl}amino)ethyl]furo[3,2-c]pyridin-4-yl}imidodicarbonate), Cl (HCl), O1CCOCC1 (dioxane). Conditions: time 4 hour. The product is C1(=CC=CC=C1)COC(NCCC=1C2=C(C(=NC1)N)C(=CO2)C=2C=C1CCN(C1=CC2)C(CC2=C(C=CC(=C2)F)F)=O)=O (phenylmethyl[2-(4-amino-3-{1-[(2,5-difluorophenyl)acetyl]-2,3-dihydro-1H-indol-5-yl}furo[3,2-c]pyridin-7-yl)ethyl]carbamate). Isolated yield 85.3%. Reaction SMILES: [F:1][C:2]1[CH:7]=[CH:6][C:5]([F:8])=[CH:4][C:3]=1[CH2:9][C:10]([N:12]1[C:20]2[C:15](=[CH:16][C:17]([C:21]3[C:25]4[C:26]([N:43](C(OC(C)(C)C)=O)C(OC(C)(C)C)=O)=[N:27][CH:28]=[C:29]([CH2:30][CH2:31][NH:32][C:33]([O:35][CH2:36][C:37]5[CH:42]=[CH:41][CH:40]=[CH:39][CH:38]=5)=[O:34])[C:24]=4[O:23][CH:22]=3)=[CH:18][CH:19]=2)[CH2:14][CH2:13]1)=[O:11].Cl.O1CCOCC1>>[C:37]1([CH2:36][O:35][C:33](=[O:34])[NH:32][CH2:31][CH2:30][C:29]2[C:24]3[O:23][CH:22]=[C:21]([C:17]4[CH:16]=[C:15]5[C:20](=[CH:19][CH:18]=4)[N:12]([C:10](=[O:11])[CH2:9][C:3]4[CH:4]=[C:5]([F:8])[CH:6]=[CH:7][C:2]=4[F:1])[CH2:13][CH2:14]5)[C:25]=3[C:26]([NH2:43])=[N:27][CH:28]=2)[CH:38]=[CH:39][CH:40]=[CH:41][CH:42]=1. Procedure: A mixture of bis(1,1-dimethylethyl) {3-{1-[(2,5-difluorophenyl)acetyl]-2,3-dihydro-1H-indol-5-yl}-7-[2-({[(phenylmethyl)oxy]carbonyl}amino)ethyl]furo[3,2-c]pyridin-4-yl}imidodicarbonate (149 mg, 0.190 mmol) and 4.0 M HCl in dioxane (2.0 mL, 8.00 mmol) was stirred at room temperature under Nitrogen for 4 hr. The crude reaction mixture was then concentrated in vacuo and azeotroped once with acetonitrile. The residue was taken up in DCM and passed through a PL-HCO3 MP-resin cartridge, rinsing with ... Starting materials: O=C(O)C(F)(F)F, COc1cc(C(=O)c2cnc3ccccc3c2)ccc1OCc1ccccc1. Product: COc1cc(C(=O)c2cnc3ccccc3c2)ccc1O. RXN SMILES: [OH:29][C:30]([C:31]([F:32])([F:33])[F:34])=[O:35].[n:1]1[cH:2][c:3]([C:11](=[O:12])[c:13]2[cH:14][c:15]([O:27][CH3:28])[c:16]([O:19][CH2:20][c:21]3[cH:22][cH:23][cH:24][cH:25][cH:26]3)[cH:17][cH:18]2)[cH:4][c:5]2[cH:6][cH:7][cH:8][cH:9][c:10]12>>[n:1]1[cH:2][c:3]([C:11](=[O:12])[c:13]2[cH:14][c:15]([O:27][CH3:28])[c:16]([OH:19])[cH:17][cH:18]2)[cH:4][c:5]2[cH:6][cH:7][cH:8][cH:9][c:10]12.